From a dataset of the Open Reaction Database (ORD), a public repository of structured organic reaction records. describe an organic reaction: reactants, conditions, products, and yield Reactants: CS(C)=O, CCCCCC, CCC(C#N)(Cn1cncn1)c1ccc(Cl)cc1, [Na+], [OH-]. The product is CCC(Cn1cncn1)(C(N)=O)c1ccc(Cl)cc1. Reaction SMILES: [CH3:19][S:20]([CH3:21])=[O:22].[CH3:25][CH2:26][CH2:27][CH2:28][CH2:29][CH3:30].[Cl:1][c:2]1[cH:3][cH:4][c:5]([C:8]([C:9]#[N:10])([CH2:11][n:12]2[n:13][cH:14][n:15][cH:16]2)[CH2:17][CH3:18])[cH:6][cH:7]1.[Na+:24].[OH-:23]>>[Cl:1][c:2]1[cH:3][cH:4][c:5]([C:8]([C:9]([NH2:10])=[O:22])([CH2:11][n:12]2[n:13][cH:14][n:15][cH:16]2)[CH2:17][CH3:18])[cH:6][cH:7]1. The reactants are C(C)(C)(C)OC(NC1(CCC1)C1=CC=C(C=C1)C1=C(OC2=CC=CC=C2C1=NO)C1=CC=CC=C1)=O ({1-[4-(4-hydroxyimino-2-phenyl-4H-chromen-3-yl)-phenyl]-cyclobutyl}-carbamic acid tert-butyl ester), C([O-])([O-])=O.[K+].[K+] (potassium carbonate), IC (iodomethane), C([O-])([O-])=O.[Cs+].[Cs+] (cesium carbonate), IC (iodomethane). The solvent is CN(C)C=O (DMF). Run at time 2 hour. Product: C(C)(C)(C)OC(NC1(CCC1)C1=CC=C(C=C1)C1=C(OC2=CC=CC=C2C1=NOC)C1=CC=CC=C1)=O ({1-[4-(4-Methoxyimino-2-phenyl-4H-chromen-3-yl)-phenyl]-cyclobutyl}-carbamic acid tert-butyl ester). Yield: 90.3%. As a reaction SMILES: [C:1]([O:5][C:6](=[O:36])[NH:7][C:8]1([C:12]2[CH:17]=[CH:16][C:15]([C:18]3[C:27](=[N:28][OH:29])[C:26]4[C:21](=[CH:22][CH:23]=[CH:24][CH:25]=4)[O:20][C:19]=3[C:30]3[CH:35]=[CH:34][CH:33]=[CH:32][CH:31]=3)=[CH:14][CH:13]=2)[CH2:11][CH2:10][CH2:9]1)([CH3:4])([CH3:3])[CH3:2].[C:37](=O)([O-])[O-].[K+].[K+].IC.C(=O)([O-])[O-].[Cs+].[Cs+]>CN(C=O)C>[C:1]([O:5][C:6](=[O:36])[NH:7][C:8]1([C:12]2[CH:17]=[CH:16][C:15]([C:18]3[C:27](=[N:28][O:29][CH3:37])[C:26]4[C:21](=[CH:22][CH:23]=[CH:24][CH:25]=4)[O:20][C:19]=3[C:30]3[CH:31]=[CH:32][CH:33]=[CH:34][CH:35]=3)=[CH:14][CH:13]=2)[CH2:11][CH2:10][CH2:9]1)([CH3:4])([CH3:2])[CH3:3] |f:1.2.3,5.6.7|. Procedure: To a stirred solution of {1-[4-(4-hydroxyimino-2-phenyl-4H-chromen-3-yl)-phenyl]-cyclobutyl}-carbamic acid tert-butyl ester (27 mg, 0.056 mmol) in DMF (2 mL) was added potassium carbonate (15.5 mg, 0.112 mmol) and iodomethane (0.011 mL, 0.168 mmol) at RT. After 2 hours, cesium carbonate (36.5 mg, 0.112 mmol) and iodomethane (0.021 mL, 0.336 mmol) were added and the mixture stirred for a further 1.5 hours. The reaction mixture was partitioned between EtOAc and water. The aqueous phase was isolate... The reactants are [BH3-]C#N, Cc1ncc(CN2CC(C)C(c3nc4c(cnn4C4CCOCC4)c(=O)[nH]3)C2)cn1, Cc1cccc(C=O)n1, [Na+]. The product is Cc1cccc(CN2CC(C)C(c3nc4c(cnn4C4CCOCC4)c(=O)[nH]3)C2)n1. RXN SMILES: [C:31]([BH3-:32])#[N:33].[CH3:1][CH:2]1[CH:3]([c:15]2[nH:16][c:17](=[O:30])[c:18]3[c:19]([n:20]2)[n:21]([CH:24]2[CH2:25][CH2:26][O:27][CH2:28][CH2:29]2)[n:22][cH:23]3)[CH2:4][N:5]([CH2:7][c:8]2[cH:9][n:10][c:11]([CH3:12])[n:13][cH:14]2)[CH2:6]1.[CH3:35][c:36]1[cH:37][cH:38][cH:39][c:40]([CH:42]=[O:43])[n:41]1.[Na+:34]>>[CH3:1][CH:2]1[CH:3]([c:15]2[nH:16][c:17](=[O:30])[c:18]3[c:19]([n:20]2)[n:21]([CH:24]2[CH2:25][CH2:26][O:27][CH2:28][CH2:29]2)[n:22][cH:23]3)[CH2:4][N:5]([CH2:7][c:40]2[cH:39][cH:38][cH:37][c:36]([CH3:35])[n:41]2)[CH2:6]1. The reactants are [BH3-]C#N, C=O, CC(=O)O, CO, CC(C)N1CC2N(C(=O)C(NC(=O)C3CCCN3)CN2S(=O)(=O)c2ccc(Cl)cc2Cl)C(Cc2ccc(Cl)cc2)C1=O, [Na+]. The product is CC(C)N1CC2N(C(=O)C(NC(=O)C3CCCN3C)CN2S(=O)(=O)c2ccc(Cl)cc2Cl)C(Cc2ccc(Cl)cc2)C1=O. Reaction SMILES: [C:7]([BH3-:8])#[N:9].[CH2:5]=[O:6].[CH3:1][C:2](=[O:3])[OH:4].[CH3:53][OH:54].[Cl:11][c:12]1[cH:13][cH:14][c:15]([CH2:16][CH:17]2[C:18](=[O:50])[N:19]([CH:47]([CH3:48])[CH3:49])[CH2:20][CH:21]3[N:22]2[C:23](=[O:46])[CH:24]([NH:38][C:39](=[O:40])[CH:41]2[NH:42][CH2:43][CH2:44][CH2:45]2)[CH2:25][N:26]3[S:27](=[O:28])(=[O:29])[c:30]2[c:31]([Cl:37])[cH:32][c:33]([Cl:36])[cH:34][cH:35]2)[cH:51][cH:52]1.[Na+:10]>>[CH3:1][N:42]1[CH:41]([C:39]([NH:38][CH:24]2[C:23](=[O:46])[N:22]3[CH:17]([CH2:16][c:15]4[cH:14][cH:13][c:12]([Cl:11])[cH:52][cH:51]4)[C:18](=[O:50])[N:19]([CH:47]([CH3:48])[CH3:49])[CH2:20][CH:21]3[N:26]([S:27](=[O:28])(=[O:29])[c:30]3[c:31]([Cl:37])[cH:32][c:33]([Cl:36])[cH:34][cH:35]3)[CH2:25]2)=[O:40])[CH2:45][CH2:44][CH2:43]1.